This data is from the Open Reaction Database (ORD), a public repository of structured organic reaction records. The task is: describe an organic reaction: reactants, conditions, products, and yield Reactants: CC(C)(C)OC(=O)Nc1ccc(F)nc1, O=C=O, [Li]CCCC. Yields the product CC(C)(C)OC(=O)Nc1cnc(F)cc1C(=O)O. RXN SMILES: [C:1]([CH3:2])([CH3:3])([CH3:4])[O:5][C:6](=[O:7])[NH:8][c:9]1[cH:10][cH:11][c:12]([F:15])[n:13][cH:14]1.[C:21](=[O:22])=[O:23].[CH3:16][CH2:17][CH2:18][CH2:19][Li:20]>>[C:1]([CH3:2])([CH3:3])([CH3:4])[O:5][C:6](=[O:7])[NH:8][c:9]1[c:10]([C:21](=[O:22])[OH:23])[cH:11][c:12]([F:15])[n:13][cH:14]1.